From a dataset of the Open Reaction Database (ORD), a public repository of structured organic reaction records. describe an organic reaction: reactants, conditions, products, and yield Starting materials: C1(=NC=CC2=CC=CC=C12)NC (isoquinolin-1-yl-methylamine), C(C)(C)N(CC)C(C)C (diisopropylethylamine), C(C)(C)(C)OC(NC1CCC(CC1)CNC1=NC(=NC=C1[N+](=O)[O-])Cl)=O ({4-[(2-chloro-5-nitro-pyrimidin-4-ylamino)-methyl]-cyclohexyl}-carbamic acid tert-butyl ester). Solvent: CN(C)C=O (DMF). Run at time 10 minute. The product is C(C)(C)(C)OC(NC1CCC(CC1)CNC1=NC(=NC=C1[N+](=O)[O-])NCC1=NC=CC2=CC=CC=C12)=O ([4-({2-[(isoquinolin-1-ylmethyl)-amino]-5-nitro-pyrimidin-4-ylamino}-methyl)-cyclohexyl]-carbamic acid tert-butyl ester). Yield: 83.1%. As a reaction SMILES: [C:1]1(NC)[C:10]2[C:5](=[CH:6][CH:7]=[CH:8][CH:9]=2)[CH:4]=[CH:3][N:2]=1.[CH:13]([N:16](C(C)C)CC)(C)C.[C:22]([O:26][C:27](=[O:47])[NH:28][CH:29]1[CH2:34][CH2:33][CH:32]([CH2:35][NH:36][C:37]2[C:42]([N+:43]([O-:45])=[O:44])=[CH:41][N:40]=[C:39](Cl)[N:38]=2)[CH2:31][CH2:30]1)([CH3:25])([CH3:24])[CH3:23]>CN(C=O)C>[C:22]([O:26][C:27](=[O:47])[NH:28][CH:29]1[CH2:34][CH2:33][CH:32]([CH2:35][NH:36][C:37]2[C:42]([N+:43]([O-:45])=[O:44])=[CH:41][N:40]=[C:39]([NH:16][CH2:13][C:1]3[C:10]4[C:5](=[CH:6][CH:7]=[CH:8][CH:9]=4)[CH:4]=[CH:3][N:2]=3)[N:38]=2)[CH2:31][CH2:30]1)([CH3:25])([CH3:24])[CH3:23]. Reported procedure: To a solution of isoquinolin-1-yl-methylamine (1.32 g, 8.35 mmol) and diisopropylethylamine (2.7 mL, 15.5 mmol) in DMF (20 mL) was added {4-[(2-chloro-5-nitro-pyrimidin-4-ylamino)-methyl]-cyclohexyl}-carbamic acid tert-butyl ester (1.5 g, 3.89 mmol). The reaction mixture was stirred at room temperature for 10 min. The solvent was removed and the resulting residue was diluted with a mixture of ethyl acetate (350 mL) and CH2Cl2 (100 mL). The solution was then washed with 1M Na2CO3 and water. The o... Starting materials: C(CCC)[Sn](C1=CN=NN1C1=CC=C(C#N)C=C1)(CCCC)CCCC (4-(5-Tributylstannanyl-[1,2,3]triazol-1-yl)-benzonitrile), CNC(=O)C=1C(N(C(=C(C1)I)C)C1=CC(=CC=C1)C(F)(F)F)=O (5-iodo-6-methyl-2-oxo-1-(3-trifluoromethyl-phenyl)-1,2-dihydro-pyridine-3-carboxylic acid methylamide), Pd(PBut3)2. The solvent is COCCOC (DME). Reaction conditions: temperature 100 celsius. Product: CNC(=O)C=1C(N(C(=C(C1)C=1N(N=NC1)C1=CC=C(C=C1)C#N)C)C1=CC(=CC=C1)C(F)(F)F)=O (5-[3-(4-Cyano-phenyl)-3H-[1,2,3]triazol-4-yl]-6-methyl-2-oxo-1-(3-trifluoromethyl-phenyl)-1,2-dihydro-pyridine-3-carboxylic acid methylamide). Isolated yield 38.0%. Reaction SMILES: C([Sn](CCCC)(CCCC)[C:6]1[N:10]([C:11]2[CH:18]=[CH:17][C:14]([C:15]#[N:16])=[CH:13][CH:12]=2)[N:9]=[N:8][CH:7]=1)CCC.[CH3:27][NH:28][C:29]([C:31]1[C:32](=[O:49])[N:33]([C:39]2[CH:44]=[CH:43][CH:42]=[C:41]([C:45]([F:48])([F:47])[F:46])[CH:40]=2)[C:34]([CH3:38])=[C:35](I)[CH:36]=1)=[O:30]>COCCOC>[CH3:27][NH:28][C:29]([C:31]1[C:32](=[O:49])[N:33]([C:39]2[CH:44]=[CH:43][CH:42]=[C:41]([C:45]([F:48])([F:46])[F:47])[CH:40]=2)[C:34]([CH3:38])=[C:35]([C:6]2[N:10]([C:11]3[CH:12]=[CH:13][C:14]([C:15]#[N:16])=[CH:17][CH:18]=3)[N:9]=[N:8][CH:7]=2)[CH:36]=1)=[O:30]. Procedure: 4-(5-Tributylstannanyl-[1,2,3]triazol-1-yl)-benzonitrile (0.107 g, 0.22 mmol), 5-iodo-6-methyl-2-oxo-1-(3-trifluoromethyl-phenyl)-1,2-dihydro-pyridine-3-carboxylic acid methylamide (0.05 g, 0.11 mmol), Pd(PBut3)2 (10 mg) and DME (2 ml) were placed in a tube for microwave synthesis. The mixture was degassed with argon and heated in a synthesis microwave heater (CEM) at 100° C. (max 150 W) for 10 minutes. The solvent was removed in vacuo giving a crude product which was purified on silica and then... Starting materials: NC1=C(C=C(OC2=CC=NC3=C2NC(C(N3)=O)=O)C=C1)F (8-(4-amino-3-fluorophenoxy)pyrido[3,2-b]pyrazine-2,3(1H,4H)-dione), FC1=C(C=C(C=C1)C(F)(F)F)N=C=O (1-fluoro-2-isocyanato-4-(trifluoromethyl)benzene). Yields the product O=C1C(NC2=C(N1)C(=CC=N2)OC2=CC(=C(C=C2)NC(=O)NC2=C(C=CC(=C2)C(F)(F)F)F)F)=O (1-(4-(2,3-Dioxo-1,2,3,4-tetrahydropyrido[3,2-b]pyrazin-8-yloxy)-2-fluorophenyl)-3-(2-fluoro-5-(trifluoromethyl)phenyl)urea). Reaction SMILES: [NH2:1][C:2]1[CH:20]=[CH:19][C:5]([O:6][C:7]2[C:12]3[NH:13][C:14](=[O:18])[C:15](=[O:17])[NH:16][C:11]=3[N:10]=[CH:9][CH:8]=2)=[CH:4][C:3]=1[F:21].[F:22][C:23]1[CH:28]=[CH:27][C:26]([C:29]([F:32])([F:31])[F:30])=[CH:25][C:24]=1[N:33]=[C:34]=[O:35]>>[O:18]=[C:14]1[NH:13][C:12]2[C:7]([O:6][C:5]3[CH:19]=[CH:20][C:2]([NH:1][C:34]([NH:33][C:24]4[CH:25]=[C:26]([C:29]([F:30])([F:32])[F:31])[CH:27]=[CH:28][C:23]=4[F:22])=[O:35])=[C:3]([F:21])[CH:4]=3)=[CH:8][CH:9]=[N:10][C:11]=2[NH:16][C:15]1=[O:17]. Procedure details: Method F2 was used with 8-(4-amino-3-fluorophenoxy)pyrido[3,2-b]pyrazine-2,3(1H,4H)-dione and 1-fluoro-2-isocyanato-4-(trifluoromethyl)benzene to give the title compound as a beige solid. Yield: 52 mg (51%). The reactants are COC=1C=C(C=CC1OC)SCCCCOC1=CC=CC=2C(OC(NC21)=O)(C)C (8-[4-(3,4-dimethoxy-phenylmercapto)-butoxy]-4,4-dimethyl-4H-3,1-benzoxazin-2-one), OO (hydrogen peroxide). Yields the product COC=1C=C(C=CC1OC)S(=O)CCCCOC1=CC=CC=2C(OC(NC21)=O)(C)C (8-[4-(3,4-Dimethoxy-phenylsulfinyl)-butoxy]-4,4-dimethyl-4H-3,1-benzoxazin-2-one). RXN SMILES: [CH3:1][O:2][C:3]1[CH:4]=[C:5]([S:11][CH2:12][CH2:13][CH2:14][CH2:15][O:16][C:17]2[C:26]3[NH:25][C:24](=[O:27])[O:23][C:22]([CH3:29])([CH3:28])[C:21]=3[CH:20]=[CH:19][CH:18]=2)[CH:6]=[CH:7][C:8]=1[O:9][CH3:10].[OH:30]O>>[CH3:1][O:2][C:3]1[CH:4]=[C:5]([S:11]([CH2:12][CH2:13][CH2:14][CH2:15][O:16][C:17]2[C:26]3[NH:25][C:24](=[O:27])[O:23][C:22]([CH3:29])([CH3:28])[C:21]=3[CH:20]=[CH:19][CH:18]=2)=[O:30])[CH:6]=[CH:7][C:8]=1[O:9][CH3:10]. Reported procedure: Prepared analogously to Example 2 from 8-[4-(3,4-dimethoxy-phenylmercapto)-butoxy]-4,4-dimethyl-4H-3,1-benzoxazin-2-one and hydrogen peroxide. The yield is 76.3%. The reactants are C12(CC3CC(CC(C1)C3)C2)COC2=NC=C(C(=O)O)C=C2C2CC2 (6-(adamantan-1-ylmethoxy)-5-cyclopropylnicotinic acid), C(C)N=C=NCCCN(C)C (1-ethyl-3-(3-dimethylaminopropyl)carbodiimide), COCCS(=O)(=O)N (2-methoxyethanesulfonamide). As a reaction SMILES: [C:1]12([CH2:11][O:12][C:13]3[C:21]([CH:22]4[CH2:24][CH2:23]4)=[CH:20][C:16]([C:17]([OH:19])=O)=[CH:15][N:14]=3)[CH2:10][CH:5]3[CH2:6][CH:7]([CH2:9][CH:3]([CH2:4]3)[CH2:2]1)[CH2:8]2.C(N=C=NCCCN(C)C)C.[CH3:36][O:37][CH2:38][CH2:39][S:40]([NH2:43])(=[O:42])=[O:41]>CN(C)C1C=CN=CC=1.ClCCl.C(OCC)(=O)C>[C:1]12([CH2:11][O:12][C:13]3[C:21]([CH:22]4[CH2:23][CH2:24]4)=[CH:20][C:16]([C:17]([NH:43][S:40]([CH2:39][CH2:38][O:37][CH3:36])(=[O:42])=[O:41])=[O:19])=[CH:15][N:14]=3)[CH2:10][CH:5]3[CH2:4][CH:3]([CH2:9][CH:7]([CH2:6]3)[CH2:8]1)[CH2:2]2. Reagents/catalysts: CN(C1=CC=NC=C1)C (4-dimethylaminopyridine). Solvent: ClCCl (dichloromethane), C(C)(=O)OCC (ethyl acetate). Reaction conditions: time 3 day. Reported procedure: A mixture of 6-(adamantan-1-ylmethoxy)-5-cyclopropylnicotinic acid (0.24 g, 0.73 mmol), 1-ethyl-3-(3-dimethylaminopropyl)carbodiimide (0.35 g, 1.83 mmol), 4-dimethylaminopyridine (0.22 g, 1.83 mmol), and 2-methoxyethanesulfonamide (0.13 g, 0.95 mmol) in dichloromethane (10 mL) was stirred at ambient temperature for 3 days. The reaction mixture was diluted with ethyl acetate (50 mL), washed with 1 M aqueous hydrochloric acid solution (2×30 mL), brine (30 mL); dried over anhydrous sodium sulfate; ... Yields the product C12(CC3CC(CC(C1)C3)C2)COC2=NC=C(C(=O)NS(=O)(=O)CCOC)C=C2C2CC2 (6-(adamantan-1-ylmethoxy)-5-cyclopropyl-N-((2-methoxyethyl)-sulfonyl)nicotinamide). Yields the product C1=CC=C2C=3C=4C(=CC=CC4CCC13)C2 (8,9-dihydro-4H-cyclopenta[def]phenanthrene). The reactants are BrC1=CC=2CCC=3C=C(C=C4C3C2C(=C1)C4)Br (2,6-dibromo-8,9-dihydro-4H-cyclopenta[def]phenanthrene), C1(=CC=CC=C1)NC1=CC=CC=C1 (diphenylamine), CC(C)([O-])C.[Na+] (sodium tert-butoxide), C(C)(C)(C)P(C(C)(C)C)C(C)(C)C (tri(tert-butyl)phosphine). Procedure details: The compound 2 (1 g, 1.747 mmol), diphenylamine (0.88 g, 5.241 mmol), sodium tert-butoxide (0.51 g, 0.5 mmol), Pd2(dba)3 [(tris(dibenzylidene acetone) dipalladium(0))] (0.08 g, 0.087 mmol), and tri(tert-butyl)phosphine (0.017 g, 0.087 mmol) in a 50 ml round bottom flask were dissolved with toluene (10 mL), and the reaction mixture was refluxed for 12 hours. After the reaction was terminated, the reaction solution was cooled to a room temperature and extracted with distilled water (100 ml). The c... The solvent is C1(=CC=CC=C1)C (toluene). As a reaction SMILES: Br[C:2]1[CH:15]=[C:14]2[CH2:16][C:11]3[C:12]4[C:13]2=[C:4]([CH2:5][CH2:6][C:7]=4[CH:8]=[C:9](Br)[CH:10]=3)[CH:3]=1.C1(NC2C=CC=CC=2)C=CC=CC=1.CC(C)([O-])C.[Na+].C(P(C(C)(C)C)C(C)(C)C)(C)(C)C>C1(C)C=CC=CC=1.C1C=CC(/C=C/C(/C=C/C2C=CC=CC=2)=O)=CC=1.C1C=CC(/C=C/C(/C=C/C2C=CC=CC=2)=O)=CC=1.C1C=CC(/C=C/C(/C=C/C2C=CC=CC=2)=O)=CC=1.[Pd].[Pd]>[CH:3]1[C:4]2[CH2:5][CH2:6][C:7]3[CH:8]=[CH:9][CH:10]=[C:11]4[CH2:16][C:14]([C:13]=2[C:12]=34)=[CH:15][CH:2]=1 |f:2.3,6.7.8.9.10|. Reagents/catalysts: C=1C=CC(=CC1)/C=C/C(=O)/C=C/C2=CC=CC=C2.C=1C=CC(=CC1)/C=C/C(=O)/C=C/C2=CC=CC=C2.C=1C=CC(=CC1)/C=C/C(=O)/C=C/C2=CC=CC=C2.[Pd].[Pd] (Pd2(dba)3). Starting materials: C1(CC1)C=1C(=CC(=NC1)C(=O)O)OCC1CC1 (5-Cyclopropyl-4-cyclopropylmethoxy-pyridine-2-carboxylic acid), C1(CC1)C(C)(C1=NOC(=N1)C)N (1-Cyclopropyl-1-(5-methyl-[1,2,4]oxadiazol-3-yl)-ethylamine). Product: C1(CC1)C(C)(C1=NOC(=N1)C)NC(=O)C1=NC=C(C(=C1)OCC1CC1)C1CC1 (5-Cyclopropyl-4-cyclopropylmethoxy-pyridine-2-carboxylic acid [1-cyclopropyl-1-(5-methyl-[1,2,4]oxadiazol-3-yl)-ethyl]-amide). RXN SMILES: [CH:1]1([C:4]2[C:5]([O:13][CH2:14][CH:15]3[CH2:17][CH2:16]3)=[CH:6][C:7]([C:10]([OH:12])=O)=[N:8][CH:9]=2)[CH2:3][CH2:2]1.[CH:18]1([C:21]([NH2:29])([C:23]2[N:27]=[C:26]([CH3:28])[O:25][N:24]=2)[CH3:22])[CH2:20][CH2:19]1>>[CH:18]1([C:21]([NH:29][C:10]([C:7]2[CH:6]=[C:5]([O:13][CH2:14][CH:15]3[CH2:17][CH2:16]3)[C:4]([CH:1]3[CH2:2][CH2:3]3)=[CH:9][N:8]=2)=[O:12])([C:23]2[N:27]=[C:26]([CH3:28])[O:25][N:24]=2)[CH3:22])[CH2:20][CH2:19]1. Procedure: The title compound was synthesized in analogy to Example 24d, using 5-Cyclopropyl-4-cyclopropylmethoxy-pyridine-2-carboxylic acid (Example 42c) and 1-Cyclopropyl-1-(5-methyl-[1,2,4]oxadiazol-3-yl)-ethylamine (CAN 1155536-64-3) as starting materials and isolated (13 mg, 23%) as colorless oil; MS (ESI, m/z): 383.6 (M+H+) Reactants: [N+](=O)([O-])C1=CC=C(C(=O)Cl)C=C1 (4-nitrobenzoyl chloride), C(C=C)(=O)OCC (ethyl acrylate), C(CCC)N(CCCC)CCCC (tri-n-butylamine). The reagents and catalysts are C(C)(=O)[O-].[Pd+2].C(C)(=O)[O-] (palladium acetate). Solvent: CC=1C=CC(=CC1)C (p-xylene). Product: [N+](=O)([O-])C1=CC=C(C=CC(=O)OCC)C=C1 (ethyl 4-nitrocinnamate). The yield is 55.2%. As a reaction SMILES: [N+:1]([C:4]1[CH:12]=[CH:11][C:7]([C:8](Cl)=O)=[CH:6][CH:5]=1)([O-:3])=[O:2].[C:13]([O:17][CH2:18][CH3:19])(=[O:16])[CH:14]=C.C(N(CCCC)CCCC)CCC>CC1C=CC(C)=CC=1.C([O-])(=O)C.[Pd+2].C([O-])(=O)C>[N+:1]([C:4]1[CH:12]=[CH:11][C:7]([CH:8]=[CH:14][C:13]([O:17][CH2:18][CH3:19])=[O:16])=[CH:6][CH:5]=1)([O-:3])=[O:2] |f:4.5.6|. Procedure details: The procedure described in Example 1 is repeated, except that 9.28 g (0.05 mol) of 4-nitrobenzoyl chloride, 6.25 g (0.0625 mol) of ethyl acrylate, 8.65 g (0.05 mol) of tri-n-butylamine and 0.1122 g (0.0005 mol) of palladium acetate are used. After a reaction time of 1 hour at 120° C. in 100 ml of p-xylene as the solvent, 6.1 g (0.0276 mol) of ethyl 4-nitrocinnamate are obtained, corresponding to a yield of 55.2% of theory; melting point 137.5° C. Analysis for C11H11NO4 (molecular weight 221: cal... Starting materials: CC(C)(C)O, C1=CCCCCCC1, OO. The product is C1CCCC2OC2CC1. RXN SMILES: [CH3:11][C:12]([OH:13])([CH3:14])[CH3:15].[CH:3]1=[CH:4][CH2:5][CH2:6][CH2:7][CH2:8][CH2:9][CH2:10]1.[OH:1][OH:2]>>[O:1]1[CH:3]2[CH2:4][CH2:5][CH2:6][CH2:7][CH2:8][CH2:9][CH:10]12.